This data is from the Open Reaction Database (ORD), a public repository of structured organic reaction records. The task is: describe an organic reaction: reactants, conditions, products, and yield The reactants are CC(C)O, OCCC#Cc1cncnc1. The product is OCCCCc1cncnc1. RXN SMILES: [CH:12]([OH:13])([CH3:14])[CH3:15].[n:1]1[cH:2][n:3][cH:4][c:5]([C:7]#[C:8][CH2:9][CH2:10][OH:11])[cH:6]1>>[n:1]1[cH:2][n:3][cH:4][c:5]([CH2:7][CH2:8][CH2:9][CH2:10][OH:11])[cH:6]1.